describe an organic reaction: reactants, conditions, products, and yield From a dataset of the Open Reaction Database (ORD), a public repository of structured organic reaction records. Reactants: CC1(Cl)CSC2C(NC(=O)OCc3ccccc3)C(=O)N2C1C(=O)OC(c1ccccc1)c1ccccc1, CCO, [Pd]. Yields the product CC1(Cl)CSC2C(N)C(=O)N2C1C(=O)OC(c1ccccc1)c1ccccc1. RXN SMILES: [CH2:1]([O:2][C:3](=[O:4])[NH:11][CH:12]1[CH:13]2[N:14]([CH:15]([C:21](=[O:22])[O:23][CH:24]([c:25]3[cH:26][cH:27][cH:28][cH:29][cH:30]3)[c:31]3[cH:32][cH:33][cH:34][cH:35][cH:36]3)[C:16]([CH3:19])([Cl:20])[CH2:17][S:18]2)[C:37]1=[O:38])[c:5]1[cH:6][cH:7][cH:8][cH:9][cH:10]1.[CH3:39][CH2:40][OH:41].[Pd:42]>>[NH2:11][CH:12]1[CH:13]2[N:14]([CH:15]([C:21](=[O:22])[O:23][CH:24]([c:25]3[cH:26][cH:27][cH:28][cH:29][cH:30]3)[c:31]3[cH:32][cH:33][cH:34][cH:35][cH:36]3)[C:16]([CH3:19])([Cl:20])[CH2:17][S:18]2)[C:37]1=[O:38]. Reactants: CCc1nc(NC2CCCc3c(OC)cccc32)c(CC)nc1Br, CCc1nc(-c2ccc(Cl)cc2Cl)c(CC)nc1NC1c2ccccc2CC1O. Yields the product CCc1nc(-c2ccc(Cl)cc2Cl)c(CC)nc1NC1CCCc2c(OC)cccc21. As a reaction SMILES: [Br:30][c:31]1[n:32][c:33]([CH2:52][CH3:53])[c:34]([NH:39][CH:40]2[CH2:41][CH2:42][CH2:43][c:44]3[c:45]([O:50][CH3:51])[cH:46][cH:47][cH:48][c:49]32)[n:35][c:36]1[CH2:37][CH3:38].[Cl:1][c:2]1[c:3](-[c:9]2[n:10][c:11]([CH2:12][CH3:13])[c:14]([NH:15][CH:16]3[c:17]4[c:18]([cH:19][cH:20][cH:21][cH:22]4)[CH2:23][CH:24]3[OH:25])[n:26][c:27]2[CH2:28][CH3:29])[cH:4][cH:5][c:6]([Cl:8])[cH:7]1>>[Cl:1][c:2]1[c:3](-[c:31]2[n:32][c:33]([CH2:52][CH3:53])[c:34]([NH:39][CH:40]3[CH2:41][CH2:42][CH2:43][c:44]4[c:45]([O:50][CH3:51])[cH:46][cH:47][cH:48][c:49]43)[n:35][c:36]2[CH2:37][CH3:38])[cH:4][cH:5][c:6]([Cl:8])[cH:7]1. Reactants: OC1=CC=CC=2C(C3=CC=CC(=C3C(C12)=O)O)=O (1,8-dihydroxyanthraquinone), C(CCC)OS(=O)(=O)C1=CC=C(C)C=C1 (butyltosylate), C([O-])([O-])=O.[Na+].[Na+] (sodium carbonate). Run in ClC1=C(C=CC=C1)Cl (o-dichlorobenzene). The product is C(CCC)OC1=CC=CC=2C(C3=CC=CC(=C3C(C12)=O)OCCCC)=O (1,8-dibutoxyanthraquinone). The yield is 154.4%. As a reaction SMILES: [OH:1][C:2]1[C:15]2[C:14](=[O:16])[C:13]3[C:8](=[CH:9][CH:10]=[CH:11][C:12]=3[OH:17])[C:7](=[O:18])[C:6]=2[CH:5]=[CH:4][CH:3]=1.[CH2:19](OS(C1C=CC(C)=CC=1)(=O)=O)[CH2:20][CH2:21][CH3:22].C(=O)([O-])[O-].[Na+].[Na+]>ClC1C=CC=CC=1Cl>[CH2:19]([O:1][C:2]1[C:15]2[C:14](=[O:16])[C:13]3[C:8](=[CH:9][CH:10]=[CH:11][C:12]=3[O:17][CH2:15][CH2:2][CH2:3][CH3:4])[C:7](=[O:18])[C:6]=2[CH:5]=[CH:4][CH:3]=1)[CH2:20][CH2:21][CH3:22] |f:2.3.4|. Reported procedure: A suspension of 1,8-dihydroxyanthraquinone (35.0 g, 0.14 mol), butyltosylate (93 g, 0.6 mol), and sodium carbonate (38 g, 0.36 mol) in 700 mL of o-dichlorobenzene was heated at reflux for 6 days. The mixture was cooled to room temperature, filtered, and the solvent was removed by steam distillation. The residue was recrystallized from isopropanol to provide 38.1 g (74% yield) of 1,8-dibutoxyanthraquinone, which has the structural formula: ##STR48##